describe an organic reaction: reactants, conditions, products, and yield From a dataset of the Open Reaction Database (ORD), a public repository of structured organic reaction records. The reactants are S1C=CC2=C1C(NC2)=O (4,5-Dihydro-thieno[2,3-c]pyrrol-6-one), C1CC(=O)N(C1=O)Br (NBS). Run in C(C)#N (acetonitrile). Run at time 8 hour. The product is BrC1=CC2=C(C(NC2)=O)S1 (2-Bromo-4,5-dihydro-thieno[2,3-c]pyrrol-6-one). Reaction SMILES: [S:1]1[C:5]2[C:6](=[O:9])[NH:7][CH2:8][C:4]=2[CH:3]=[CH:2]1.C1C(=O)N([Br:17])C(=O)C1>C(#N)C>[Br:17][C:2]1[S:1][C:5]2[C:6](=[O:9])[NH:7][CH2:8][C:4]=2[CH:3]=1. Reported procedure: 4,5-Dihydro-thieno[2,3-c]pyrrol-6-one (0.365 g, 2.63 mmol) is dissolved in acetonitrile (10 mL), and NBS (0.47 g, 2.63 mmol) is slowly added at −10° C. The reaction mixture is stirred at room temperature overnight. The solvent is removed in vacuo and the residue taken-up in EtOAc and washed with 1M NaOH. The organic phase is dried over MgSO4, filtered and concentrated in vacuo. The crude is purified by silica gel column chromatography eluting with a 50:50 mixture and then 50:70 petroleum ether-E...